Dataset: the Open Reaction Database (ORD), a public repository of structured organic reaction records. Task: describe an organic reaction: reactants, conditions, products, and yield Starting materials: C(#N)[BH3-].[Na+] (sodium cyanoborohydride), Cl.N[C@H]1COC2=C(N(C1=O)CC(=O)OCC1=CC=CC=C1)C=CC=C2 (benzyl 3(S)-amino-4-oxo-2,3,4,5-tetrahydro-1,5-benzoxazepine-5-acetate hydrochloride), C(C)(=O)[O-].[Na+] (sodium acetate), C(C1=CC=CC=C1)OC(=O)N1CCC(CC1)CCCC(C(=O)OCC)=O (ethyl 5-(1-benzyloxycarbonyl-4-piperidyl)-2-oxovalerate), 3A. Solvent: C(C)O (ethanol), C(C)O (ethanol), C(C)(=O)O (acetic acid). Run at time 10 minute. Product: C(C1=CC=CC=C1)OC(=O)N1CCC(CC1)CCC[C@H](C(=O)OCC)N[C@H]1COC2=C(N(C1=O)CC(=O)OCC1=CC=CC=C1)C=CC=C2 (benzyl 3(S)-[4-(1-benzyloxycarbonyl-4-piperidyl)-1(R)-ethoxycarbonylbutyl]amino-4-oxo-2,3,4,5-tetrahydro-1,5-benzoxazepine-5-acetate). Yield: 14.0%. RXN SMILES: Cl.[NH2:2][C@@H:3]1[C:9](=[O:10])[N:8]([CH2:11][C:12]([O:14][CH2:15][C:16]2[CH:21]=[CH:20][CH:19]=[CH:18][CH:17]=2)=[O:13])[C:7]2[CH:22]=[CH:23][CH:24]=[CH:25][C:6]=2[O:5][CH2:4]1.C([O-])(=O)C.[Na+].[CH2:31]([O:38][C:39]([N:41]1[CH2:46][CH2:45][CH:44]([CH2:47][CH2:48][CH2:49][C:50](=O)[C:51]([O:53][CH2:54][CH3:55])=[O:52])[CH2:43][CH2:42]1)=[O:40])[C:32]1[CH:37]=[CH:36][CH:35]=[CH:34][CH:33]=1.C([BH3-])#N.[Na+]>C(O)C.C(O)(=O)C>[CH2:31]([O:38][C:39]([N:41]1[CH2:42][CH2:43][CH:44]([CH2:47][CH2:48][CH2:49][C@@H:50]([NH:2][C@@H:3]2[C:9](=[O:10])[N:8]([CH2:11][C:12]([O:14][CH2:15][C:16]3[CH:17]=[CH:18][CH:19]=[CH:20][CH:21]=3)=[O:13])[C:7]3[CH:22]=[CH:23][CH:24]=[CH:25][C:6]=3[O:5][CH2:4]2)[C:51]([O:53][CH2:54][CH3:55])=[O:52])[CH2:45][CH2:46]1)=[O:40])[C:32]1[CH:33]=[CH:34][CH:35]=[CH:36][CH:37]=1 |f:0.1,2.3,5.6|. Procedure details: A mixture of benzyl 3(S)-amino-4-oxo-2,3,4,5-tetrahydro-1,5-benzoxazepine-5-acetate hydrochloride (2.5 g), ethanol (30 ml), sodium acetate (0.57 g), acetic acid (0.4 g), ethyl 5-(1-benzyloxycarbonyl-4-piperidyl)-2-oxovalerate (2.5 g) and molecular sieves 3A (10 g) is stirred for 10 minutes at room temperature. To the stirred mixture is added dropwise a solution of sodium cyanoborohydride (0.4 g) in ethanol (50 ml) for 2 hours. After standing overnight at room temperature, the mixture is concentr... The reactants are BrC1=C(C#N)C=C(C=C1)F (2-Bromo-5-fluorobenzonitrile), [N+](=O)([O-])C=1C=C(C=CC1)B(O)O (3-nitrophenylboronic acid). Product: FC=1C=C(C(=CC1)C1=CC(=CC=C1)[N+](=O)[O-])C#N (4-fluoro-3′-nitro-biphenyl-2-carbonitrile). Procedure: 2-Bromo-5-fluorobenzonitrile and 3-nitrophenylboronic acid were coupled following the procedure in Example 1 to afford 4-fluoro-3′-nitro-biphenyl-2-carbonitrile as a black solid: δH (360 MHz, CDCl3) 7.39-7.48 (2H, m), 7.52-7.64 (1H, m), 7.71 (1H, dd, J 8 and 8), 7.89 (1H, d, J 8), 8.33-8.37 (2H, m). As a reaction SMILES: Br[C:2]1[CH:9]=[CH:8][C:7]([F:10])=[CH:6][C:3]=1[C:4]#[N:5].[N+:11]([C:14]1[CH:15]=[C:16](B(O)O)[CH:17]=[CH:18][CH:19]=1)([O-:13])=[O:12]>>[F:10][C:7]1[CH:6]=[C:3]([C:4]#[N:5])[C:2]([C:18]2[CH:17]=[CH:16][CH:15]=[C:14]([N+:11]([O-:13])=[O:12])[CH:19]=2)=[CH:9][CH:8]=1. Reactants: CSC (dimethyl sulfide), ClC1=C(C=CC(=C1)Cl)\C=C(/C(C(C)(C)C)=O)\N1N=CN=C1 ((E)-1-(2,4-dichlorophenyl)-2-(1,2,4-triazol-1-yl)-4,4-dimethyl-1-penten-3-one), C1(CCCCC1)\C=C(/C(C(C)(C)C)=O)\N1N=CN=C1 ((E)-1-cyclohexyl-2-(1,2,4-triazol-1-yl)-4,4-dimethyl-1-penten-3-one). Conditions: time 24 hour. The product is C1(CCCCC1)\C=C(/C(C(C)(C)C)O)\N1N=CN=C1 ((+)-(E)-1-cyclohexyl-2-(1,2,4-triazol-1-yl)-4,4-dimethyl-1-penten-3-ol). As a reaction SMILES: CSC.Cl[C:5]1[CH:10]=[C:9](Cl)[CH:8]=[CH:7][C:6]=1/[CH:12]=[C:13](/[N:20]1[CH:24]=[N:23][CH:22]=[N:21]1)\[C:14](=[O:19])[C:15]([CH3:18])([CH3:17])[CH3:16].C1(/C=C(/N2C=NC=N2)\C(=O)C(C)(C)C)CCCCC1>>[CH:6]1(/[CH:12]=[C:13](/[N:20]2[CH:24]=[N:23][CH:22]=[N:21]2)\[CH:14]([OH:19])[C:15]([CH3:18])([CH3:17])[CH3:16])[CH2:5][CH2:10][CH2:9][CH2:8][CH2:7]1. Procedure: The same procedure as in Example 1 was repeated except that dimethyl sulfide was used in an amount of 0.081 g (1.3 mmoles), (E)-1-(2,4-dichlorophenyl)-2-(1,2,4-triazol-1-yl)-4,4-dimethyl-1-penten-3-one was replaced by 0.484 g (1.85 mmoles) of (E)-1-cyclohexyl-2-(1,2,4-triazol-1-yl)-4,4-dimethyl-1-penten-3-one, and the reduction reaction was effected for 24 hours, to obtain 0.489 g of crude (+)-(E)-1-cyclohexyl-2-(1,2,4-triazol-1-yl)-4,4-dimethyl-1-penten-3-ol. Starting materials: [BH4-], CC(C)=O, CO, C=CC1(C2CC2)OC(=O)Nc2ccc(Cl)cc21, ClCCl, [Na+], O=[O+][O-]. Product: O=C1Nc2ccc(Cl)cc2C(CO)(C2CC2)O1. As a reaction SMILES: [BH4-:21].[CH3:23][C:24](=[O:25])[CH3:26].[CH3:30][OH:31].[Cl:1][c:2]1[cH:3][cH:4][c:5]2[c:6]([cH:17]1)[C:7]([CH:12]=[CH2:13])([CH:14]1[CH2:15][CH2:16]1)[O:8][C:9](=[O:11])[NH:10]2.[Cl:27][CH2:28][Cl:29].[Na+:22].[O-:18][O+:19]=[O:20]>>[Cl:1][c:2]1[cH:3][cH:4][c:5]2[c:6]([cH:17]1)[C:7]([CH2:12][OH:18])([CH:14]1[CH2:15][CH2:16]1)[O:8][C:9](=[O:11])[NH:10]2. Reactants: C(C)(=O)OC(C)=O (Acetic anhydride), NCCN1C=NC=C1C1=NC(=NC=C1)NC1=CC(=CC=C1)Cl (4-[1-(2-Aminoethyl)imidazol-5-yl]-2-(3-chloroanilino)pyrimidine), N (ammonia). The solvent is CCOC(=O)C (EtOAc), N1=CC=CC=C1 (pyridine). Reaction conditions: time 2 hour. Product: ClC=1C=C(NC2=NC=CC(=N2)C2=CN=CN2CCNC(C)=O)C=CC1 (2-(3-Chloroanilino)-4-[1-(2-acetamidoethyl)imidazol-5-yl]pyrimidine). The yield is 39.1%. RXN SMILES: C(O[C:5](=[O:7])[CH3:6])(=O)C.[NH2:8][CH2:9][CH2:10][N:11]1[C:15]([C:16]2[CH:21]=[CH:20][N:19]=[C:18]([NH:22][C:23]3[CH:28]=[CH:27][CH:26]=[C:25]([Cl:29])[CH:24]=3)[N:17]=2)=[CH:14][N:13]=[CH:12]1.N>N1C=CC=CC=1.CCOC(C)=O>[Cl:29][C:25]1[CH:24]=[C:23]([CH:28]=[CH:27][CH:26]=1)[NH:22][C:18]1[N:17]=[C:16]([C:15]2[N:11]([CH2:10][CH2:9][NH:8][C:5](=[O:7])[CH3:6])[CH:12]=[N:13][CH:14]=2)[CH:21]=[CH:20][N:19]=1. Procedure: Acetic anhydride (0.58 μl, 1.0 mmol) was added to solution of 2-(3-chloroanilino)-4-[1-(2-aminoethyl)imidazol-5-yl]pyrimidine (Example 13; 0.30 g, 0.63 mmol) in pyridine (2 ml) at 0° C. The mixture was allowed to warm to ambient temperature and stirred for 2 hours. 7M Methanolic ammonia (0.5 ml) was added and the mixture diluted with EtOAc (10 ml). The precipitate was removed by filtration and the filtrate pre-absorbed on to silica gel and purified by column chromatography on silica gel eluting ... The reactants are ClCCN(CCCl)C1=CC=C(C=O)C=C1 (4-(N,N-bis(2-chloroethyl)amino)-benzaldehyde), compound 7, EtOAc petroleum ether, cupric acetate, halogenated styryl, II, Na2S, NC1=C(C#N)C=CC=C1N (2,3-diaminobenzonitrile), aqueous solution, Quinoxaline cyanines, ClCCN(CCCl)C1=CC=C(C#N)C=C1 (4-[N,N-bis(2-chloroethyl)amino]-benzonitrile), benzoxazoles, Schiff's bases. The solvent is CO (MeOH), CO (MeOH). The product is ClCCN(CCCl)C1=CC=C(C=C1)C=1NC2=C(N1)C=CC(=C2)C#N (2-[4-(N,N-bis(2-chloroethyl)amino)phenyl]-5-cyanobenzimidazole). The yield is 40.0%. As a reaction SMILES: ClCCN(C1C=CC(C=O)=CC=1)CCCl.[Cl:16][CH2:17][CH2:18][N:19]([C:23]1[CH:30]=[CH:29][C:26]([C:27]#[N:28])=[CH:25][CH:24]=1)[CH2:20][CH2:21][Cl:22].N[C:32]1[C:39]([NH2:40])=[CH:38][CH:37]=[CH:36][C:33]=1[C:34]#[N:35]>CO>[Cl:16][CH2:17][CH2:18][N:19]([C:23]1[CH:24]=[CH:25][C:26]([C:27]2[NH:40][C:39]3[CH:32]=[C:33]([C:34]#[N:35])[CH:36]=[CH:37][C:38]=3[N:28]=2)=[CH:29][CH:30]=1)[CH2:20][CH2:21][Cl:22]. Reported procedure: A solution of 4-(N,N-bis(2-chloroethyl)amino)-benzaldehyde (IX, n=0) [Anker, R. M., Cook, A. H., "Quinoxaline cyanines. Part IV. Some halogenated styryl derivatives", J. Chem. Soc., 1944 489-4927] (1.32 g, 5.4 mmol) in MeOH (25 mL) was added to a stirred solution of 2,3-diaminobenzonitrile (X) [Stephens, F. F., Bower, J. D., "The preparation of benzimindazoles and benzoxazoles from Schiff's bases. Part II.", J. Chem. Soc., 1950 1722-1726] (0.72 g, 5.4 mmol) in aqueous MeOH (25 mL), immediately f... Reactants: N1[C@H](C(=O)O)CCC1 (L-Proline), N1(N=CN=C1)C1=CC=C(C=O)C=C1 (4-(1H-1,2,4-triazol-1-yl)benzaldehyde), N1(N=CN=C1)C1=CC=C(CC(C(=O)O)C(=O)O)C=C1 (2-(4-(1H-1,2,4-triazol-1-yl)benzyl)malonic acid), CC1(OC(CC(O1)=O)=O)C (2,2-dimethyl-1,3-dioxane-4,6-dione), CC=1NC(=C(CC1C(=O)OCC)C(=O)OCC)C (diethyl 1,4-dihydro-2,6-dimethyl-3,5-pyridinedicarboxylate). Solvent: C(C)(C)O (Isopropanol), C(C)O (ethanol). Run at temperature 23 celsius, time 1.5 hour. The product is N1(N=CN=C1)C1=CC=C(CC2C(OC(OC2=O)(C)C)=O)C=C1 (5-(4-(1H-1,2,4-Triazol-1-yl)benzyl)-2,2-dimethyl-1,3-dioxane-4,6-dione). As a reaction SMILES: N1CCC[C@H]1C(O)=O.[N:9]1([C:14]2[CH:21]=[CH:20][C:17]([CH:18]=O)=[CH:16][CH:15]=2)[CH:13]=[N:12][CH:11]=[N:10]1.N1(C2C=CC(CC(C(O)=O)C(O)=O)=CC=2)C=NC=N1.[CH3:41][C:42]1([CH3:50])[O:47][C:46](=[O:48])[CH2:45][C:44](=[O:49])[O:43]1.CC1NC(C)=C(C(OCC)=O)CC=1C(OCC)=O>C(O)C.C(O)(C)C>[N:9]1([C:14]2[CH:21]=[CH:20][C:17]([CH2:18][CH:45]3[C:46](=[O:48])[O:47][C:42]([CH3:50])([CH3:41])[O:43][C:44]3=[O:49])=[CH:16][CH:15]=2)[CH:13]=[N:12][CH:11]=[N:10]1. Procedure: L-Proline (1.81 g, 15.6 mmol) was added to a stirring, heterogeneous mixture of 4-(1H-1,2,4-triazol-1-yl)benzaldehyde (13.5 g, 78.0 mmol, Intermediate 82: step a) and 2,2-dimethyl-1,3-dioxane-4,6-dione (11.2 g, 78.0 mmol) in ethanol (520 mL) at 23° C. After 1.5 hours, diethyl 1,4-dihydro-2,6-dimethyl-3,5-pyridinedicarboxylate (19.7 g, 78.0 mmol) was added in one portion. After 16 hours, the ethanol was removed by rotary evaporation at 35° C. to afford a yellow solid. Isopropanol (300 mL) was add...